This data is from the Open Reaction Database (ORD), a public repository of structured organic reaction records. The task is: describe an organic reaction: reactants, conditions, products, and yield Reactants: C=CCn1c(=O)n(C2OC(COC(C)=O)C(OC(C)=O)C2OC(C)=O)c2nc(N)nc(Cl)c21, CC(=O)O. Yields the product C=CCn1c(=O)n(C2OC(COC(C)=O)C(OC(C)=O)C2OC(C)=O)c2nc(N)ncc21. RXN SMILES: [CH2:1]([CH:2]=[CH2:3])[n:4]1[c:5](=[O:33])[n:6]([CH:15]2[CH:16]([O:17][C:18]([CH3:19])=[O:20])[CH:21]([O:22][C:23]([CH3:24])=[O:25])[CH:26]([CH2:28][O:29][C:30]([CH3:31])=[O:32])[O:27]2)[c:7]2[n:8][c:9]([NH2:14])[n:10][c:11]([Cl:13])[c:12]12.[CH3:34][C:35](=[O:36])[OH:37]>>[CH2:1]([CH:2]=[CH2:3])[n:4]1[c:5](=[O:33])[n:6]([CH:15]2[CH:16]([O:17][C:18]([CH3:19])=[O:20])[CH:21]([O:22][C:23]([CH3:24])=[O:25])[CH:26]([CH2:28][O:29][C:30]([CH3:31])=[O:32])[O:27]2)[c:7]2[n:8][c:9]([NH2:14])[n:10][cH:11][c:12]12.